This data is from the Open Reaction Database (ORD), a public repository of structured organic reaction records. The task is: describe an organic reaction: reactants, conditions, products, and yield Reactants: BrC=1C(=C(C(=O)OC)C=CC1)CBr (methyl 3-bromo-2-(bromomethyl)benzoate), C1CCOC1 (THF), [OH-].[NH4+] (ammonium hydroxide). Solvent: O (water). Run at time 8 hour. Product: BrC1=C2CNC(C2=CC=C1)=O (4-bromoisoindolin-1-one). Isolated yield 91.0%. As a reaction SMILES: [Br:1][C:2]1[C:3]([CH2:12]Br)=[C:4]([CH:9]=[CH:10][CH:11]=1)[C:5](OC)=[O:6].C1COCC1.[OH-].[NH4+:20]>O>[Br:1][C:2]1[CH:11]=[CH:10][CH:9]=[C:4]2[C:3]=1[CH2:12][NH:20][C:5]2=[O:6] |f:2.3|. Procedure details: To a solution of methyl 3-bromo-2-(bromomethyl)benzoate (27 mmol) in THF (100 mmol) was added ammonium hydroxide (9 mL) dropwise at rt. The reaction mixture was allowed to stir overnight and then diluted with 30 mL of water. The solution was extracted with DCM, dried over Na2SO4, filtered and concentrated to give 4-bromoisoindolin-1-one (5.20 g, 91%). Solvent: C1CCOC1 (THF), Cl (HCl). Yields the product FC=1C(=C(C(=CC1F)OC)NS(=O)(=O)C1(CC1)C[C@H](CO)O)NC1=C(C=C(C=C1)I)F ((R)—N-(3,4-difluoro-2-(2-fluoro-4-iodophenylamino)-6-methoxyphenyl)-1-(2,3-dihydroxypropyl)cyclopropane-1-sulfonamide). Starting materials: FC=1C(=C(C(=CC1F)OC)NS(=O)(=O)C1(CC1)C[C@H]1OC(OC1)(C)C)NC1=C(C=C(C=C1)I)F ((R)—N-(3,4-difluoro-2-(2-fluoro-4-iodophenylamino)-6-methoxyphenyl)-1-((2,2-dimethyl-1,3-dioxolan-4-yl)methyl)cyclopropane-1-sulfonamide). RXN SMILES: [F:1][C:2]1[C:3]([NH:26][C:27]2[CH:32]=[CH:31][C:30]([I:33])=[CH:29][C:28]=2[F:34])=[C:4]([NH:11][S:12]([C:15]2([CH2:18][C@@H:19]3[CH2:23][O:22]C(C)(C)[O:20]3)[CH2:17][CH2:16]2)(=[O:14])=[O:13])[C:5]([O:9][CH3:10])=[CH:6][C:7]=1[F:8]>C1COCC1.Cl>[F:1][C:2]1[C:3]([NH:26][C:27]2[CH:32]=[CH:31][C:30]([I:33])=[CH:29][C:28]=2[F:34])=[C:4]([NH:11][S:12]([C:15]2([CH2:18][C@@H:19]([OH:20])[CH2:23][OH:22])[CH2:17][CH2:16]2)(=[O:13])=[O:14])[C:5]([O:9][CH3:10])=[CH:6][C:7]=1[F:8]. Run at time 8 hour. Procedure details: Crude (R)—N-(3,4-difluoro-2-(2-fluoro-4-iodophenylamino)-6-methoxyphenyl)-1-((2,2-dimethyl-1,3-dioxolan-4-yl)methyl)cyclopropane-1-sulfonamide was dissolve in a mixture of THF (1 mL) and HCl (1.2N, 0.15 ml) and stirred overnight at room temperature. The solvents were removed under reduced pressure and the residue dissolved in ethyl acetate. The organic phase was washed with aqueous NaHCO3, dried (Na2SO4), and concentrated to afford (R)—N-(3,4-difluoro-2-(2-fluoro-4-iodophenylamino)-6-methoxyphen... Reactants: NC1=C(C(=NN1C1=C(C=C(C=C1Cl)C(F)(F)F)Cl)C(F)(F)F)SC#N (5-amino-1-(2,6-dichloro-4-trifluoromethylphenyl)-4-thiocyanato-3-trifluoromethylpyrazole), C(C)[Mg]Br (ethyl magnesium bromide), [Mg] (magnesium), C(C)Br (ethyl bromide). Run in CCOCC (ether), C(C)OCC (diethyl ether), O (water). Reaction conditions: time 2 hour. The product is NC1=C(C(=NN1C1=C(C=C(C=C1Cl)C(F)(F)F)Cl)C(F)(F)F)SCC (5-amino-1-(2,6-dichloro-4-trifluoromethylphenyl)-4-ethylthio-3-trifluoromethylpyrazole). As a reaction SMILES: [CH2:1]([Mg]Br)[CH3:2].[Mg].C(Br)C.[NH2:9][C:10]1[N:14]([C:15]2[C:20]([Cl:21])=[CH:19][C:18]([C:22]([F:25])([F:24])[F:23])=[CH:17][C:16]=2[Cl:26])[N:13]=[C:12]([C:27]([F:30])([F:29])[F:28])[C:11]=1[S:31]C#N>C(OCC)C.O>[NH2:9][C:10]1[N:14]([C:15]2[C:20]([Cl:21])=[CH:19][C:18]([C:22]([F:23])([F:24])[F:25])=[CH:17][C:16]=2[Cl:26])[N:13]=[C:12]([C:27]([F:28])([F:30])[F:29])[C:11]=1[S:31][CH2:1][CH3:2]. Reported procedure: A solution of ethyl magnesium bromide, prepared from magnesium (0.57 g) and ethyl bromide (2.6 g) in dry diethyl ether (25 ml), was added dropwise to a stirred solution of 5-amino-1-(2,6-dichloro-4-trifluoromethylphenyl)-4-thiocyanato-3-trifluoromethylpyrazole (5.0 g) in dry ether (50 ml) at -20° C. After stirring for a further 2 hours at room temperature, water (130 ml) was carefully added, and stirring maintained for 0.25 hour. The ether layer was separated, dried over anhydrous magnesium sulp... Starting materials: COC(=O)c1nc(N)sc1CO, ClC(Cl)Cl. Yields the product COC(=O)c1nc(N)sc1C=O. RXN SMILES: [CH3:1][O:2][C:3](=[O:4])[c:5]1[n:6][c:7]([NH2:12])[s:8][c:9]1[CH2:10][OH:11].[CH:13]([Cl:14])([Cl:15])[Cl:16]>>[CH3:1][O:2][C:3](=[O:4])[c:5]1[n:6][c:7]([NH2:12])[s:8][c:9]1[CH:10]=[O:11]. Starting materials: Cc1ccccc1N(C)C(=O)c1cc(-c2cnc(C(F)(F)F)cc2C#N)c(Cl)cc1OCCCC(=O)OC(C)(C)C, ClCCl, O=C(O)C(F)(F)F. The product is Cc1ccccc1N(C)C(=O)c1cc(-c2cnc(C(F)(F)F)cc2C#N)c(Cl)cc1OCCCC(=O)O. RXN SMILES: [C:1]([CH3:2])([CH3:3])([CH3:4])[O:5][C:6]([CH2:7][CH2:8][CH2:9][O:10][c:11]1[c:12]([C:30]([N:31]([c:32]2[c:33]([CH3:38])[cH:34][cH:35][cH:36][cH:37]2)[CH3:39])=[O:40])[cH:13][c:14](-[c:18]2[cH:19][n:20][c:21]([C:26]([F:27])([F:28])[F:29])[cH:22][c:23]2[C:24]#[N:25])[c:15]([Cl:17])[cH:16]1)=[O:41].[Cl:49][CH2:50][Cl:51].[OH:42][C:43]([C:44]([F:45])([F:46])[F:47])=[O:48]>>[O:5]=[C:6]([CH2:7][CH2:8][CH2:9][O:10][c:11]1[c:12]([C:30]([N:31]([c:32]2[c:33]([CH3:38])[cH:34][cH:35][cH:36][cH:37]2)[CH3:39])=[O:40])[cH:13][c:14](-[c:18]2[cH:19][n:20][c:21]([C:26]([F:27])([F:28])[F:29])[cH:22][c:23]2[C:24]#[N:25])[c:15]([Cl:17])[cH:16]1)[OH:41]. The product is C(C)C1=CC(CC(C1)C1=C(C=CC=C1)OCOCCOC)=O (3-Ethyl-5-(2-methoxyethoxymethoxyphenyl)-2-cyclohexenone). Run in C1=CC=CC=C1 (benzene), C1=CC=CC=C1 (benzene). As a reaction SMILES: C(O[C:4]1[CH2:9][CH:8]([C:10]2[CH:15]=[CH:14][CH:13]=[CH:12][C:11]=2[O:16][CH2:17][O:18][CH2:19][CH2:20][O:21][CH3:22])[CH2:7][C:6](=[O:23])[CH:5]=1)C.[CH2:24]([Li])[CH3:25].O>C1C=CC=CC=1>[CH2:24]([C:4]1[CH2:9][CH:8]([C:10]2[CH:15]=[CH:14][CH:13]=[CH:12][C:11]=2[O:16][CH2:17][O:18][CH2:19][CH2:20][O:21][CH3:22])[CH2:7][C:6](=[O:23])[CH:5]=1)[CH3:25]. Reaction conditions: time 8 hour. Starting materials: solution, C(C)[Li] (ethyllithium), O (water), C(C)OC1=CC(CC(C1)C1=C(C=CC=C1)OCOCCOC)=O (3-ethoxy-5-(2-methoxyethoxymethoxyphenyl)-2-cyclohexenone), ice. Procedure: A solution of 3-ethoxy-5-(2-methoxyethoxymethoxyphenyl)-2-cyclohexenone (2.0 g) in benzene (60 ml) was added dropwise with stirring in an atmosphere of dry nitrogen to an ice-cooled 1.5 M solution of ethyllithium in benzene (20.8 ml). When the addition was complete, water was added and the mixture was allowed to stand overnight at room temperature. The benzene layer was separated and the aqueous layer was extracted with ether. The organic solutions were combined, dried and the solvents were evap...